The task is: describe an organic reaction: reactants, conditions, products, and yield. This data is from the Open Reaction Database (ORD), a public repository of structured organic reaction records. The product is Cc1ccc(NS(=O)(=O)c2ccc(-c3cnc4[nH]c(CCC5CCCCC(N)=N5)nc4c3)cc2)c(F)c1. Reaction SMILES: [CH3:64][OH:65].[F:26][c:27]1[c:28]([NH:34][S:35](=[O:36])(=[O:37])[c:38]2[cH:39][cH:40][c:41](-[c:42]3[cH:43][c:44]4[n:45][c:46]([CH2:47][CH2:48][CH:49]5[CH2:50][CH2:51][CH2:52][CH2:53][C:54](=[S:55])[NH:56]5)[nH:57][c:58]4[n:59][cH:60]3)[cH:61][cH:62]2)[cH:29][cH:30][c:31]([CH3:33])[cH:32]1.[NH3:63].[c:1]1(-[c:7]2[cH:8][c:9]3[c:10]([n:11][cH:12]2)[nH:13][c:14]([CH2:16][CH2:17][CH:18]2[CH2:19][CH2:20][CH2:21][CH2:22][C:23]([NH2:25])=[N:24]2)[n:15]3)[cH:2][cH:3][cH:4][cH:5][cH:6]1>>[c:1]1(-[c:7]2[cH:8][c:9]3[c:10]([n:11][cH:12]2)[nH:13][c:14]([CH2:16][CH2:17][CH:18]2[CH2:19][CH2:20][CH2:21][CH2:22][C:23]([NH2:25])=[N:24]2)[n:15]3)[cH:2][cH:3][c:4]([S:35]([NH:34][c:28]2[c:27]([F:26])[cH:32][c:31]([CH3:33])[cH:30][cH:29]2)(=[O:36])=[O:37])[cH:5][cH:6]1. Reactants: CO, Cc1ccc(NS(=O)(=O)c2ccc(-c3cnc4[nH]c(CCC5CCCCC(=S)N5)nc4c3)cc2)c(F)c1, N, NC1=NC(CCc2nc3cc(-c4ccccc4)cnc3[nH]2)CCCC1. The reactants are CN1C[C@@H]2[C@H](C1)NCC2 ((3aR,6aR)-5-Methyl-2,3,3a,4,6,6a-hexahydro-1H-pyrrolo[3,2-c]pyrrole), CN1C[C@@H]2[C@H](C1)NCC2 ((3aR,6aR)-5-Methyl-2,3,3a,4,6,6a-hexahydro-1H-pyrrolo[3,2-c]pyrrole), ClC=1C(=NC(=NC1)NC1=C(C=C(C(=C1)[N+](=O)[O-])F)OC)C=1C=NN2C1C=CC=C2 (5-chloro-N-(4-fluoro-2-methoxy-5-nitrophenyl)-4-pyrazolo[1,5-a]pyridin-3-ylpyrimidin-2-amine), ClC=1C(=NC(=NC1)NC1=C(C=C(C(=C1)[N+](=O)[O-])F)OC)C=1C=NN2C1C=CC=C2 (5-chloro-N-(4-fluoro-2-methoxy-5-nitrophenyl)-4-pyrazolo[1,5-a]pyridin-3-ylpyrimidin-2-amine), CCN(C(C)C)C(C)C (DIPEA). The solvent is FC(CO)(F)F (2,2,2-trifluoroethanol). Reaction conditions: temperature 140 celsius. Yields the product CN1C[C@@H]2[C@H](C1)N(CC2)C2=CC(=C(C=C2[N+](=O)[O-])NC2=NC=C(C(=N2)C=2C=NN1C2C=CC=C1)Cl)OC (N-{4-[(3aR,6aR)-5-Methyl-2,3,3a,4,6,6a-hexahydropyrrolo[3,2-c]-pyrrol-1-yl]-2-methoxy-5-nitrophenyl}-5-chloro-4-pyrazolo[1,5-a]pyridin-3-yl-pyrimidin-2-amine). Isolated yield 49.6%. Reaction SMILES: [CH3:1][N:2]1[CH2:6][C@@H:5]2[NH:7][CH2:8][CH2:9][C@@H:4]2[CH2:3]1.[Cl:10][C:11]1[C:12]([C:30]2[CH:31]=[N:32][N:33]3[CH:38]=[CH:37][CH:36]=[CH:35][C:34]=23)=[N:13][C:14]([NH:17][C:18]2[CH:23]=[C:22]([N+:24]([O-:26])=[O:25])[C:21](F)=[CH:20][C:19]=2[O:28][CH3:29])=[N:15][CH:16]=1.CCN(C(C)C)C(C)C>FC(F)(F)CO>[CH3:1][N:2]1[CH2:6][C@@H:5]2[N:7]([C:21]3[C:22]([N+:24]([O-:26])=[O:25])=[CH:23][C:18]([NH:17][C:14]4[N:13]=[C:12]([C:30]5[CH:31]=[N:32][N:33]6[CH:38]=[CH:37][CH:36]=[CH:35][C:34]=56)[C:11]([Cl:10])=[CH:16][N:15]=4)=[C:19]([O:28][CH3:29])[CH:20]=3)[CH2:8][CH2:9][C@@H:4]2[CH2:3]1. Procedure: (3aR,6aR)-5-Methyl-2,3,3a,4,6,6a-hexahydro-1H-pyrrolo[3,2-c]pyrrole (Intermediate 37, 91 mg, 0.72 mmol) was added to a mixture of 5-chloro-N-(4-fluoro-2-methoxy-5-nitrophenyl)-4-pyrazolo[1,5-a]pyridin-3-ylpyrimidin-2-amine (Intermediate 20, 250 mg, 0.60 mmol) and DIPEA (0.334 mL, 1.93 mmol) in 2,2,2-trifluoroethanol (3 mL) and the mixture was heated at 140° C. in a microwave for 0.5 h. The mixture was then absorbed onto silica. Purification by FCC, eluting with 2% 7N methnaolic ammonia in CH2Cl2... Starting materials: CI (methyl iodide), P(OC1=CC=CC=C1)(OC1=CC=CC=C1)OC1=CC=CC=C1 (triphenyl phosphite), OC=1C(=C(C2=C(SC(O2)CCCO)C1C)C)C (3-(5-Hydroxy-4,6,7-trimethyl-1,3-benzoxathiole-2-yl)-propanol), CI (methyl iodide). Solvent: CN(C=O)C (dimethylformamide). Conditions: time 1 hour. Yields the product OC=1C(=C(C2=C(SC(O2)CCCI)C1C)C)C (5-Hydroxy-2-(3-iodopropyl)-4,6,7-trimethyl-1,3-benzoxathiole). As a reaction SMILES: C[I:2].P(OC1C=CC=CC=1)(OC1C=CC=CC=1)OC1C=CC=CC=1.[OH:25][C:26]1[C:27]([CH3:41])=[C:28]([CH3:40])[C:29]2[O:33][CH:32]([CH2:34][CH2:35][CH2:36]O)[S:31][C:30]=2[C:38]=1[CH3:39]>CN(C)C=O>[OH:25][C:26]1[C:27]([CH3:41])=[C:28]([CH3:40])[C:29]2[O:33][CH:32]([CH2:34][CH2:35][CH2:36][I:2])[S:31][C:30]=2[C:38]=1[CH3:39]. Procedure details: 2 ml of methyl iodide were added to 0.67 g of triphenyl phosphite, and then the temperature of the reaction mixture was raised to reflux temperature, after which the reaction was continued for 1 hour at a bath temperature of 100° C. The temperature of the reaction mixture was reduced to room temperature, and then 0.5 g of 3-(5-hydroxy-4,6,7-trimethyl-1,3-benzoxathiole-2-yl)propanol (prepared as described in Example 71), 1 ml of methyl iodide and 0.5 ml of dimethylformamide were added to the reac... Reactants: C1(=CC=CC=C1)S(=O)(=O)NC(=O)C1=CC=C2C(=N1)N(C(=N2)C)CC2=C(C=C(C=C2)[N+](=O)[O-])Cl (5-(Benzenesulfonylcarbamoyl)-3-(2-chloro-4-nitrobenzyl)-2-methyl-3H-imidazo[4,5-b]pyridine), reduced iron, C(C)(=O)O (acetic acid). Run in C(C)O (ethanol). Product: NC1=CC(=C(CN2C(=NC=3C2=NC(=CC3)C(NS(=O)(=O)C3=CC=CC=C3)=O)C)C=C1)Cl (3-(4-amino-2-chlorobenzyl)-5-(benzenesulfonylcarbamoyl)-2-methyl-3H-imidazo[4,5-b]pyridine). Isolated yield 32.6%. As a reaction SMILES: [C:1]1([S:7]([NH:10][C:11]([C:13]2[N:18]=[C:17]3[N:19]([CH2:23][C:24]4[CH:29]=[CH:28][C:27]([N+:30]([O-])=O)=[CH:26][C:25]=4[Cl:33])[C:20]([CH3:22])=[N:21][C:16]3=[CH:15][CH:14]=2)=[O:12])(=[O:9])=[O:8])[CH:6]=[CH:5][CH:4]=[CH:3][CH:2]=1.C(O)(=O)C>C(O)C>[NH2:30][C:27]1[CH:28]=[CH:29][C:24]([CH2:23][N:19]2[C:17]3=[N:18][C:13]([C:11](=[O:12])[NH:10][S:7]([C:1]4[CH:6]=[CH:5][CH:4]=[CH:3][CH:2]=4)(=[O:8])=[O:9])=[CH:14][CH:15]=[C:16]3[N:21]=[C:20]2[CH3:22])=[C:25]([Cl:33])[CH:26]=1. Procedure details: 5-(Benzenesulfonylcarbamoyl)-3-(2-chloro-4-nitrobenzyl)-2-methyl-3H-imidazo[4,5-b]pyridine (245 mg) was suspended in ethanol (3 ml) and reduced iron (141 mg) and acetic acid (0.289 ml) were added, and the mixture was refluxed under heating overnight. The reaction mixture was filtered through Celite, and the filtrate was washed with a mixed solvent of methanol/chloroform (1/4) and the filtrate was concentrated under reduced pressure. To the concentrated residue were added a saturated aqueous sodi...